describe an organic reaction: reactants, conditions, products, and yield From a dataset of the Open Reaction Database (ORD), a public repository of structured organic reaction records. The reactants are O=C(O)Cc1ccc(C(F)(F)F)cc1, COC(=O)c1cc(F)ccc1N. The reagents and catalysts are CC(C)N=C=NC(C)C (DIC), CN1C(=C(C(=O)N(C1=O)C)N=O)O (Oxyma-B). Run in CN(C)C=O (DMF), CN(C)C=O (DMF), CN(C)C=O (DMF), CN(C)C=O (DMF), CN(C)C=O (DMF), CN(C)C=O (DMF). Run at temperature 25 celsius, time 2 hour. Yields the product COC(=O)c1cc(F)ccc1NC(=O)Cc1ccc(C(F)(F)F)cc1. Isolated yield 1.1%. RXN SMILES: COC(=O)c1cc(F)ccc1N.O=C(O)Cc1ccc(C(F)(F)F)cc1.CC(C)N=C=NC(C)C.CN1C(=C(C(=O)N(C1=O)C)N=O)O.CN(C)C=O>>COC(=O)c1cc(F)ccc1NC(=O)Cc1ccc(C(F)(F)F)cc1.